From a dataset of the Open Reaction Database (ORD), a public repository of structured organic reaction records. describe an organic reaction: reactants, conditions, products, and yield The reactants are CC(=O)O, ClC(Cl)Cl, CC1CC2C3CCC4=CC(=O)C=CC4(C)C3(F)C(O)CC2(C)C1(O)C(=O)CO. The product is CC1CC2C3CCC4=CC(=O)C=CC4(C)C3(F)C(O)CC2(C)C1=O. RXN SMILES: [CH3:29][C:30](=[O:31])[OH:32].[CH:33]([Cl:34])([Cl:35])[Cl:36].[F:1][C:2]12[C:3]3([CH3:28])[CH:4]=[CH:5][C:6](=[O:27])[CH:7]=[C:8]3[CH2:9][CH2:10][CH:11]1[CH:12]1[CH2:13][CH:14]([CH3:26])[C:15]([C:16](=[O:17])[CH2:18][OH:19])([OH:25])[C:20]1([CH3:24])[CH2:21][CH:22]2[OH:23]>>[F:1][C:2]12[C:3]3([CH3:28])[CH:4]=[CH:5][C:6](=[O:27])[CH:7]=[C:8]3[CH2:9][CH2:10][CH:11]1[CH:12]1[CH2:13][CH:14]([CH3:26])[C:15](=[O:25])[C:20]1([CH3:24])[CH2:21][CH:22]2[OH:23]. Starting materials: CNCCC1=CC=C(C=C1)[N+](=O)[O-] (N-methyl-4-nitrophenethylamine), C1C(C)O1 (propylene oxide). Run in C(C)O (ethanol). Yields the product CN(CCC1=CC=C(C=C1)[N+](=O)[O-])CC(C)O (1-[N-Methyl-N-(4-nitrophenethyl)amino]-2-hydroxypropane). As a reaction SMILES: [CH3:1][NH:2][CH2:3][CH2:4][C:5]1[CH:10]=[CH:9][C:8]([N+:11]([O-:13])=[O:12])=[CH:7][CH:6]=1.[CH2:14]1[O:17][CH:15]1[CH3:16]>C(O)C>[CH3:1][N:2]([CH2:14][CH:15]([OH:17])[CH3:16])[CH2:3][CH2:4][C:5]1[CH:10]=[CH:9][C:8]([N+:11]([O-:13])=[O:12])=[CH:7][CH:6]=1. Procedure: A solution of N-methyl-4-nitrophenethylamine (1.8 g) and propylene oxide (0.66 g) in ethanol (50 ml) was stirred at reflux for 5 hours. After evaporation to dryness the residual orange oil was chromatographed on silica (37 Kieselgel 60" - Trade Mark) eluting with ethyl acetate followed by collection and evaporation of suitable fractions to give the title compound as a yellow oil. The reactants are CC1(OC(C(O1)=CC(=O)N(OC)CC1=C(C=C(C=C1)F)C(F)(F)F)=O)C (2-(2,2-dimethyl-5-oxo-[1,3]-dioxolan-4-ylidene)-N-(4-fluoro-2-trifluoromethylbenzyl)-N-methoxy-acetamide), C=O.CN (paraformaldehyde methylamine), CO (methanol), compound 44. The product is FC1=CC(=C(CN(C(=O)C=2CN(C(C2O)=O)C)OC)C=C1)C(F)(F)F (4-Hydroxy-1-methyl-5-oxo-2,5-dihydro-1H-pyrrole-3-carboxylic acid (4-fluoro-2-trifluoromethyl-benzyl)-methoxy-amide). Isolated yield 42.0%. RXN SMILES: CC1(C)[O:6][C:5](=[CH:7][C:8]([N:10]([CH2:13][C:14]2[CH:19]=[CH:18][C:17]([F:20])=[CH:16][C:15]=2[C:21]([F:24])([F:23])[F:22])[O:11][CH3:12])=[O:9])[C:4](=[O:25])O1.C=O.[CH3:29][NH2:30].[CH3:31]O>>[F:20][C:17]1[CH:18]=[CH:19][C:14]([CH2:13][N:10]([O:11][CH3:12])[C:8]([C:7]2[CH2:29][N:30]([CH3:31])[C:4](=[O:25])[C:5]=2[OH:6])=[O:9])=[C:15]([C:21]([F:22])([F:23])[F:24])[CH:16]=1 |f:1.2|. Reported procedure: Reaction of 2-(2,2-dimethyl-5-oxo-[1,3]-dioxolan-4-ylidene)-N-(4-fluoro-2-trifluoromethylbenzyl)-N-methoxy-acetamide (0.14 g, 0.37 mmol) with the paraformaldehyde-methylamine adduct in methanol using a procedure similar to the one described in the preparation of compound 44 (method 44B) gave 0.056 g (42% yield) of the title compound as white crystals; mp 167° C. (dec) (ethyl acetate-hexane). 1HNMR 400 MHz (CDCl3) δ (ppm); 3.13 (3H, s, NCH3), 3.71 (3H, s, OCH3), 4.21 (2H, s, NCH2), 5.09 (2H, s, N... Reactants: C(CN)N (Ethylenediamine), C(C=1C(O)=CC=CC1)=O (salicylaldehyde), C(C)(=O)O (acetic acid). The solvent is C1(=CC=CC=C1)C (toluene), C1(=CC=CC=C1)C (toluene). Conditions: time 8 hour. The product is C(C=1C(O)=CC=CC1)=NCCN=CC=1C(O)=CC=CC1 (Bis(salicylidene)-1,2-ethylenediamine). Reaction SMILES: [CH2:1]([NH2:4])[CH2:2][NH2:3].[C:5]([OH:8])(=O)[CH3:6].[CH:9](=O)[C:10]1[C:11](=[CH:13][CH:14]=[CH:15][CH:16]=1)[OH:12]>C1(C)C=CC=CC=1>[CH:9](=[N:3][CH2:2][CH2:1][N:4]=[CH:13][C:11]1[C:5](=[CH:6][CH:15]=[CH:16][CH:10]=1)[OH:8])[C:10]1[C:11](=[CH:13][CH:14]=[CH:15][CH:16]=1)[OH:12]. Procedure details: Ethylenediamine (5.71 g, 0.095 mmol) was dissolved into toluene (60 ml). To it, a catalytic amount of acetic acid was added. Then, salicylaldehyde (23.20 g, 0.190 mmol) dissolved into toluene (60 ml) was dropwise added into the above solution. The resulting solution was then stirred at room temperature overnight. A yellowish crystalline product was precipitated. It was filtered, washed with ethanol, and dried. The yield was 23.7 g (93%). 1H NMR (300 MHz, CDCl3): δ=3.84 ppm (s, 4H), 6.85 ppm (t, ...